Task: describe an organic reaction: reactants, conditions, products, and yield. Dataset: the Open Reaction Database (ORD), a public repository of structured organic reaction records Reactants: ClC=1C=C2C(=CC=NC2=CC1)CN1N=C2N(C(NC(C2=C1C1=NN=CN1C)=O)=O)CC(C)C (2-[(6-chloroquinolin-4-yl)methyl]-7-isobutyl-3-(4-methyl-4H-1,2,4-triazol-3-yl)-2H-pyrazolo[3,4-d]pyrimidine-4,6(5H,7H)-dione), ClCCN1CCOCC1 (4-(2-chloroethyl)morpholine). Yields the product ClC=1C=C2C(=CC=NC2=CC1)CN1N=C2N(C(N(C(C2=C1C1=NN=CN1C)=O)CCN1CCOCC1)=O)CC(C)C (2-[(6-chloroquinolin-4-yl)methyl]-7-isobutyl-3-(4-methyl-4H-1,2,4-triazol-3-yl)-5-(2-morpholin-4-ylethyl)-2H-pyrazolo[3,4-d]pyrimidine-4,6(5H,7H)-dione). RXN SMILES: [Cl:1][C:2]1[CH:3]=[C:4]2[C:9](=[CH:10][CH:11]=1)[N:8]=[CH:7][CH:6]=[C:5]2[CH2:12][N:13]1[C:21]([C:22]2[N:26]([CH3:27])[CH:25]=[N:24][N:23]=2)=[C:20]2[C:15]([N:16]([CH2:30][CH:31]([CH3:33])[CH3:32])[C:17](=[O:29])[NH:18][C:19]2=[O:28])=[N:14]1.Cl[CH2:35][CH2:36][N:37]1[CH2:42][CH2:41][O:40][CH2:39][CH2:38]1>>[Cl:1][C:2]1[CH:3]=[C:4]2[C:9](=[CH:10][CH:11]=1)[N:8]=[CH:7][CH:6]=[C:5]2[CH2:12][N:13]1[C:21]([C:22]2[N:26]([CH3:27])[CH:25]=[N:24][N:23]=2)=[C:20]2[C:15]([N:16]([CH2:30][CH:31]([CH3:33])[CH3:32])[C:17](=[O:29])[N:18]([CH2:35][CH2:36][N:37]3[CH2:42][CH2:41][O:40][CH2:39][CH2:38]3)[C:19]2=[O:28])=[N:14]1. Procedure details: This compound was made by alkylation of 2-[(6-chloroquinolin-4-yl)methyl]-7-isobutyl-3-(4-methyl-4H-1,2,4-triazol-3-yl)-2H-pyrazolo[3,4-d]pyrimidine-4,6(5H,7H)-dione with 4-(2-chloroethyl)morpholine following conditions in Example 6.d. 578.2 (M+H). The reactants are Cl (hydrochloric acid), [OH-].[K+] (KOH), C(C)(=O)OC[C@@H]1C([C@H]1C1=CC=CC=C1)(Cl)Cl ((2,2-dichloro-trans-3-phenyl-1-cyclopropyl)methyl acetate), O1CCCC1 (tetrahydrofuran). The solvent is CO (methanol), O (water). Run at time 3 hour. The product is ClC1([C@H]([C@@H]1C1=CC=CC=C1)CO)Cl ((2,2-dichloro-trans-3-phenylcyclopropyl)methanol). RXN SMILES: [OH-].[K+].C([O:6][CH2:7][C@H:8]1[C@H:10]([C:11]2[CH:16]=[CH:15][CH:14]=[CH:13][CH:12]=2)[C:9]1([Cl:18])[Cl:17])(=O)C.O1CCCC1.Cl>CO.O>[Cl:17][C:9]1([Cl:18])[C@@H:10]([C:11]2[CH:16]=[CH:15][CH:14]=[CH:13][CH:12]=2)[C@@H:8]1[CH2:7][OH:6] |f:0.1|. Procedure details: A solution of KOH (3.36 g, 60 mmol) and the product of Step 1, above, (10.36 g, 40 mmol) in a mixture of methanol (30 ml), tetrahydrofuran (30 ml) and water (90 ml) was stirred for 3 hours at room temperature. The reaction mixture was neutralized with 1N aqueous hydrochloric acid and extracted with diethyl ether (100 ml+2×50 ml). The combined organic phases were washed with saturated aqueous sodium bicarbonate (2×50 ml) and brine (50 ml), then dried over MgSO4. Evaporation of the solvent afforde... Starting materials: O.O.O.O.B([O-])([O-])O[O-].[Na+].[Na+].[Na+] (Sodium peroxyborate tetrahydrate), SC1=C(CCC1)C(=O)OCC (ethyl 2-mercapto-1-cyclopentene-1-carboxylate). The solvent is C(C)(=O)O (acetic acid), C(C)(=O)O (acetic acid). Conditions: temperature 52.5 celsius, time 3 hour. Yields the product S(=O)(=O)(O)C1=C(CCC1)C(=O)OCC (ethyl 2-sulfo-1-cyclopentene-1-carboxylate). Isolated yield 156.4%. Reaction SMILES: [OH2:1].[OH2:2].[OH2:3].O.B(O[O-])([O-])[O-].[Na+].[Na+].[Na+].[SH:13][C:14]1[CH2:18][CH2:17][CH2:16][C:15]=1[C:19]([O:21][CH2:22][CH3:23])=[O:20]>C(O)(=O)C>[S:13]([C:14]1[CH2:18][CH2:17][CH2:16][C:15]=1[C:19]([O:21][CH2:22][CH3:23])=[O:20])([OH:3])(=[O:2])=[O:1] |f:0.1.2.3.4.5.6.7|. Procedure: Sodium peroxyborate tetrahydrate (10.6 g) was admixed with acetic acid (57 ml) and heated to 50 to 55° C. and then a solution of ethyl 2-mercapto-1-cyclopentene-1-carboxylate (3.9 g, synthesized in accordance with Tetrahedron, Vol.30, p.3753 (1974)) in acetic acid (7 ml) was added dropwise over 2 hours. The mixture was stirred at 50 to 55° C. for 3 hours and then at 80 to 85° C. for 5 hours and concentrated under reduced pressure. The residue was combined with acetonitrile (100 ml) and stirred a... Starting materials: CCN(CC)C=1C=CC=CC1 (diethylaniline), P(Cl)(Cl)Cl (phosphorus chloride), ice water, C(C)(=O)OCC (ethyl acetate), OC1=NC=NC(=C1[N+](=O)[O-])CC (4-hydroxy-5-nitro-6-ethylpyrimidine). Conditions: temperature 60 celsius. Product: ClC1=NC=NC(=C1[N+](=O)[O-])CC (4-chloro-5-nitro-6-ethylpyrimidine). RXN SMILES: CCN(C1C=CC=CC=1)CC.O[C:13]1[C:18]([N+:19]([O-:21])=[O:20])=[C:17]([CH2:22][CH3:23])[N:16]=[CH:15][N:14]=1.C(OCC)(=O)C.P(Cl)(Cl)[Cl:31]>>[Cl:31][C:13]1[C:18]([N+:19]([O-:21])=[O:20])=[C:17]([CH2:22][CH3:23])[N:16]=[CH:15][N:14]=1. Reported procedure: 18.7 g (0.125 mol) of diethylaniline are dissolved in 18 ml of phosphorus chloride, and then 8.46 g (0.05 mol) of 4-hydroxy-5-nitro-6-ethylpyrimidine are stirred in. During the addition, the temperature rises from 22° to 47° C. A solution is formed which is heated at 60° C. for 2 hours. It is then stirred with ice-water and ethyl acetate for 30 minutes for the purpose of hydrolysis. The organic phase is separated off and combined with the extracts obtained by extraction, and the mixture is washe... Reactants: COc1ccc2[nH]ccc2c1CN(C)C, COc1ccc(OC)c(S(=O)(=O)Cl)c1, CN(C)C=O. Reaction SMILES: [CH3:1][O:2][c:3]1[c:4]([CH2:12][N:13]([CH3:14])[CH3:15])[c:5]2[cH:6][cH:7][nH:8][c:9]2[cH:10][cH:11]1.[CH3:21][O:22][c:23]1[c:24]([S:31](=[O:32])(=[O:33])[Cl:34])[cH:25][c:26]([O:29][CH3:30])[cH:27][cH:28]1.[O:16]=[CH:17][N:18]([CH3:19])[CH3:20]>>[CH3:1][O:2][c:3]1[c:4]([CH2:12][N:13]([CH3:14])[CH3:15])[c:5]2[cH:6][cH:7][n:8]([S:31]([c:24]3[c:23]([O:22][CH3:21])[cH:28][cH:27][c:26]([O:29][CH3:30])[cH:25]3)(=[O:32])=[O:33])[c:9]2[cH:10][cH:11]1. The product is COc1ccc(OC)c(S(=O)(=O)n2ccc3c(CN(C)C)c(OC)ccc32)c1. Run in CN(C=O)C (dimethylformamide). Reported procedure: Under a nitrogen atmosphere, 5.4 g of α,2-dimethyl-5H-[1]-benzopyrano [2,3-b]pyridine-7-acetic acid is dissolved in 22 ml of dimethylformamide, whereafter 1.9 g of potassium carbonate and 2.7 g of N,N-dimethyl-2-chloroacetamide are added, and the mixture is stirred at 75° C. for 2 hours. Under cooling with ice, 50 ml of water is added to the resulting reaction mixture. The precipitated crystals are collected by filtration and washed with water, and then recrystallized from isopropyl alcohol to o... The yield is 90.1%. RXN SMILES: [CH3:1][CH:2]([C:6]1[CH:7]=[CH:8][C:9]2[O:19][C:13]3=[N:14][C:15]([CH3:18])=[CH:16][CH:17]=[C:12]3[CH2:11][C:10]=2[CH:20]=1)[C:3]([OH:5])=[O:4].C(=O)([O-])[O-].[K+].[K+].[CH3:27][N:28]([CH3:33])[C:29](=[O:32])[CH2:30]Cl.O>CN(C)C=O>[CH3:1][CH:2]([C:6]1[CH:7]=[CH:8][C:9]2[O:19][C:13]3=[N:14][C:15]([CH3:18])=[CH:16][CH:17]=[C:12]3[CH2:11][C:10]=2[CH:20]=1)[C:3]([O:5][CH2:30][C:29](=[O:32])[N:28]([CH3:33])[CH3:27])=[O:4] |f:1.2.3|. The reactants are CC(C(=O)O)C=1C=CC2=C(CC=3C(=NC(=CC3)C)O2)C1 (α,2-dimethyl-5H-[1]-benzopyrano [2,3-b]pyridine-7-acetic acid), C([O-])([O-])=O.[K+].[K+] (potassium carbonate), CN(C(CCl)=O)C (N,N-dimethyl-2-chloroacetamide), O (water). Conditions: temperature 75 celsius, time 2 hour. Product: CC(C(=O)OCC(N(C)C)=O)C=1C=CC2=C(CC=3C(=NC(=CC3)C)O2)C1 (N,N-dimethylcarbamoylmethyl α,2-dimethyl-5H-[1]benzopyrano[2,3-b]-pyridine-7acetate).